Task: describe an organic reaction: reactants, conditions, products, and yield. Dataset: the Open Reaction Database (ORD), a public repository of structured organic reaction records Reported procedure: To a solution of 5.0 g of 3-hydroxy-2,2-dimethyl-1-propanesulfonamide in 18 ml of pyridine was added 6.3 g of p-toluenesulfonyl chloride under ice-cooling and stirring. After 2 hours, the reaction mixture was poured to a mixture of 300 ml of chloroform and 100 ml of ice-water. The separated chloroform layer was washed in turn with diluted hydrochloric acid and water, dried over anhydrous magnesium sulfate and to obtain 8.5 g of 3-tosyloxy-2,2-dimethyl-1-propanesulfonamide. RXN SMILES: [OH:1][CH2:2][C:3]([CH3:10])([CH3:9])[CH2:4][S:5]([NH2:8])(=[O:7])=[O:6].[C:11]1([CH3:21])[CH:16]=[CH:15][C:14]([S:17](Cl)(=[O:19])=[O:18])=[CH:13][CH:12]=1.C(Cl)(Cl)Cl>N1C=CC=CC=1>[S:17]([O:1][CH2:2][C:3]([CH3:10])([CH3:9])[CH2:4][S:5]([NH2:8])(=[O:7])=[O:6])([C:14]1[CH:15]=[CH:16][C:11]([CH3:21])=[CH:12][CH:13]=1)(=[O:19])=[O:18]. Run in N1=CC=CC=C1 (pyridine). Product: S(=O)(=O)(C1=CC=C(C)C=C1)OCC(CS(=O)(=O)N)(C)C (3-tosyloxy-2,2-dimethyl-1-propanesulfonamide). Conditions: time 2 hour. Isolated yield 88.4%. Reactants: OCC(CS(=O)(=O)N)(C)C (3-hydroxy-2,2-dimethyl-1-propanesulfonamide), C1(=CC=C(C=C1)S(=O)(=O)Cl)C (p-toluenesulfonyl chloride), C(Cl)(Cl)Cl (chloroform), ice water.